From a dataset of the Open Reaction Database (ORD), a public repository of structured organic reaction records. describe an organic reaction: reactants, conditions, products, and yield Starting materials: O=C([O-])[O-], CCCI, CCCNC1Cc2cccc3c2N(CCC3)C1, CN(C)C=O, CCOC(C)=O, [K+], [K+], [Na+], [OH-]. Product: CCCN(CCC)C1Cc2cccc3c2N(CCC3)C1. Reaction SMILES: [C:22](=[O:23])([O-:24])[O-:25].[CH2:18]([CH2:19][CH3:20])[I:21].[CH2:1]([CH2:2][CH3:3])[NH:4][CH:5]1[CH2:6][N:7]2[CH2:8][CH2:9][CH2:10][c:11]3[c:12]2[c:13]([cH:15][cH:16][cH:17]3)[CH2:14]1.[CH3:30][N:31]([CH3:32])[CH:33]=[O:34].[CH3:35][CH2:36][O:37][C:38](=[O:39])[CH3:40].[K+:26].[K+:27].[Na+:29].[OH-:28]>>[CH2:1]([CH2:2][CH3:3])[N:4]([CH:5]1[CH2:6][N:7]2[CH2:8][CH2:9][CH2:10][c:11]3[c:12]2[c:13]([cH:15][cH:16][cH:17]3)[CH2:14]1)[CH2:18][CH2:19][CH3:20]. Reactants: O=C([O-])[O-], CCc1nc2ccccc2[nH]1, Clc1nc(N2CCOCC2)c2ncsc2n1, [Cs+], [Cs+], C1COCCO1, O=C(C=Cc1ccccc1)C=Cc1ccccc1, O=C(C=Cc1ccccc1)C=Cc1ccccc1, O=C(C=Cc1ccccc1)C=Cc1ccccc1, [Pd], [Pd]. Yields the product CCc1nc2ccccc2n1-c1nc(N2CCOCC2)c2ncsc2n1. RXN SMILES: [C:28](=[O:29])([O-:30])[O-:31].[CH2:17]([CH3:18])[c:19]1[nH:20][c:21]2[c:22]([n:23]1)[cH:24][cH:25][cH:26][cH:27]2.[Cl:1][c:2]1[n:3][c:4]([N:11]2[CH2:12][CH2:13][O:14][CH2:15][CH2:16]2)[c:5]2[c:6]([n:7]1)[s:8][cH:9][n:10]2.[Cs+:32].[Cs+:33].[O:34]1[CH2:35][CH2:36][O:37][CH2:38][CH2:39]1.[O:42]=[C:43]([CH:44]=[CH:45][c:46]1[cH:47][cH:48][cH:49][cH:50][cH:51]1)[CH:52]=[CH:53][c:54]1[cH:55][cH:56][cH:57][cH:58][cH:59]1.[O:60]=[C:61]([CH:62]=[CH:63][c:64]1[cH:65][cH:66][cH:67][cH:68][cH:69]1)[CH:70]=[CH:71][c:72]1[cH:73][cH:74][cH:75][cH:76][cH:77]1.[O:78]=[C:79]([CH:80]=[CH:81][c:82]1[cH:83][cH:84][cH:85][cH:86][cH:87]1)[CH:88]=[CH:89][c:90]1[cH:91][cH:92][cH:93][cH:94][cH:95]1.[Pd:40].[Pd:41]>>[c:2]1(-[n:20]2[c:19]([CH2:17][CH3:18])[n:23][c:22]3[c:21]2[cH:27][cH:26][cH:25][cH:24]3)[n:3][c:4]([N:11]2[CH2:12][CH2:13][O:14][CH2:15][CH2:16]2)[c:5]2[c:6]([n:7]1)[s:8][cH:9][n:10]2. Starting materials: ClC=1C=C(C=CC1Cl)[C@@H]1CN(CCO[C@H]1C=O)C(=O)OC(C)(C)C (tert-butyl (6R,7R)-6-(3,4-dichlorophenyl)-7-formyl-1,4-oxazepane-4-carboxylate), C(CCC)[Li].CCCCCC (n-butyllithium hexane), O (water). The reagents and catalysts are [Br-].C[P+](C1=CC=CC=C1)(C1=CC=CC=C1)C1=CC=CC=C1 (methyltriphenylphosphonium bromide). Solvent: C1CCOC1 (THF), C1CCOC1 (THF). Run at temperature -78 celsius, time 20 minute. The product is ClC=1C=C(C=CC1Cl)[C@@H]1CN(CCO[C@H]1C=C)C(=O)OC(C)(C)C (tert-butyl (6R,7S)-6-(3,4-dichlorophenyl)-7-ethenyl-1,4-oxazepane-4-carboxylate). As a reaction SMILES: [CH2:1]([Li])CCC.CCCCCC.[Cl:12][C:13]1[CH:14]=[C:15]([C@H:20]2[C@H:26]([CH:27]=O)[O:25][CH2:24][CH2:23][N:22]([C:29]([O:31][C:32]([CH3:35])([CH3:34])[CH3:33])=[O:30])[CH2:21]2)[CH:16]=[CH:17][C:18]=1[Cl:19].O>[Br-].C[P+](C1C=CC=CC=1)(C1C=CC=CC=1)C1C=CC=CC=1.C1COCC1>[Cl:12][C:13]1[CH:14]=[C:15]([C@H:20]2[C@H:26]([CH:27]=[CH2:1])[O:25][CH2:24][CH2:23][N:22]([C:29]([O:31][C:32]([CH3:34])([CH3:35])[CH3:33])=[O:30])[CH2:21]2)[CH:16]=[CH:17][C:18]=1[Cl:19] |f:0.1,4.5|. Reported procedure: A suspension of methyltriphenylphosphonium bromide (3.59 g) in THF (30 mL) was cooled under nitrogen purging to −78° C., and 1.6 M n-butyllithium/hexane solution (5.79 ml) was added. The mixture was warmed to 0° C., and stirred for 20 min, and a solution of tert-butyl (6R,7R)-6-(3,4-dichlorophenyl)-7-formyl-1,4-oxazepane-4-carboxylate (2.89 g) in THF (50 ml) was added. After stirring at 0° C. for 20 min, and at room temperature for 2 hr, water was added, and the mixture was extracted with ethyl ... Starting materials: [BH3-]C#N, CC(=O)O, CC#N, CC=O, [Na+], N#Cc1ccc(-c2cc(COCC3(c4ccccc4)CCNCC3)cc(C(F)(F)F)c2)cc1. Product: CCN1CCC(COCc2cc(-c3ccc(C#N)cc3)cc(C(F)(F)F)c2)(c2ccccc2)CC1. RXN SMILES: [C:37]([BH3-:38])#[N:39].[CH3:41][C:42](=[O:43])[OH:44].[CH3:45][C:46]#[N:47].[CH:34]([CH3:35])=[O:36].[Na+:40].[c:1]1([C:7]2([CH2:13][O:14][CH2:15][c:16]3[cH:17][c:18](-[c:26]4[cH:27][cH:28][c:29]([C:32]#[N:33])[cH:30][cH:31]4)[cH:19][c:20]([C:22]([F:23])([F:24])[F:25])[cH:21]3)[CH2:8][CH2:9][NH:10][CH2:11][CH2:12]2)[cH:2][cH:3][cH:4][cH:5][cH:6]1>>[c:1]1([C:7]2([CH2:13][O:14][CH2:15][c:16]3[cH:17][c:18](-[c:26]4[cH:27][cH:28][c:29]([C:32]#[N:33])[cH:30][cH:31]4)[cH:19][c:20]([C:22]([F:23])([F:24])[F:25])[cH:21]3)[CH2:8][CH2:9][N:10]([CH2:34][CH3:35])[CH2:11][CH2:12]2)[cH:2][cH:3][cH:4][cH:5][cH:6]1. The reactants are O=Cc1ccc(Br)cc1, COCCOC, OB(O)c1ccc(Cl)cc1, CC(=O)[O-], CC(=O)[O-], [Pd+2]. Product: O=Cc1ccc(-c2ccc(Cl)cc2)cc1. As a reaction SMILES: [Br:11][c:12]1[cH:13][cH:14][c:15]([CH:16]=[O:17])[cH:18][cH:19]1.[CH2:29]([CH2:30][O:31][CH3:32])[O:33][CH3:34].[Cl:1][c:2]1[cH:3][cH:4][c:5]([B:8]([OH:9])[OH:10])[cH:6][cH:7]1.[O-:21][C:22]([CH3:23])=[O:24].[O-:25][C:26]([CH3:27])=[O:28].[Pd+2:20]>>[Cl:1][c:2]1[cH:3][cH:4][c:5](-[c:12]2[cH:13][cH:14][c:15]([CH:16]=[O:17])[cH:18][cH:19]2)[cH:6][cH:7]1. Starting materials: CCOCC, CCO, NN, O, O=C1c2ccccc2C(=O)N1CCCCNC1CCCc2cccnc21. Yields the product NCCCCNC1CCCc2cccnc21. Reaction SMILES: [CH3:30][CH2:31][O:32][CH2:33][CH3:34].[CH3:35][CH2:36][OH:37].[NH2:28][NH2:29].[OH2:27].[n:1]1[cH:2][cH:3][cH:4][c:5]2[c:10]1[CH:9]([NH:11][CH2:12][CH2:13][CH2:14][CH2:15][N:16]1[C:17](=[O:18])[c:19]3[c:20]([cH:21][cH:22][cH:23][cH:24]3)[C:25]1=[O:26])[CH2:8][CH2:7][CH2:6]2>>[n:1]1[cH:2][cH:3][cH:4][c:5]2[c:10]1[CH:9]([NH:11][CH2:12][CH2:13][CH2:14][CH2:15][NH2:16])[CH2:8][CH2:7][CH2:6]2. Starting materials: OBO, COc1ccc2c(Oc3ccc(OCCN4CCCCC4)cc3)c(OS(=O)(=O)C(F)(F)F)ccc2c1, C1CCC(P(C2CCCCC2)C2CCCCC2)CC1, [Cs+], [F-], Fc1ccccc1F. Yields the product COc1ccc2c(Oc3ccc(OCCN4CCCCC4)cc3)c(-c3cccc(F)c3F)ccc2c1. RXN SMILES: [BH:37]([OH:38])[OH:39].[CH3:1][O:2][c:3]1[cH:4][c:5]2[cH:6][cH:7][c:8]([O:29][S:30]([C:31]([F:32])([F:33])[F:34])(=[O:35])=[O:36])[c:9]([O:13][c:14]3[cH:15][cH:16][c:17]([O:20][CH2:21][CH2:22][N:23]4[CH2:24][CH2:25][CH2:26][CH2:27][CH2:28]4)[cH:18][cH:19]3)[c:10]2[cH:11][cH:12]1.[CH:50]1([P:51]([CH:52]2[CH2:53][CH2:54][CH2:55][CH2:56][CH2:57]2)[CH:58]2[CH2:59][CH2:60][CH2:61][CH2:62][CH2:63]2)[CH2:64][CH2:65][CH2:66][CH2:67][CH2:68]1.[Cs+:49].[F-:48].[F:40][c:41]1[cH:42][cH:43][cH:44][cH:45][c:46]1[F:47]>>[CH3:1][O:2][c:3]1[cH:4][c:5]2[cH:6][cH:7][c:8](-[c:42]3[c:41]([F:40])[c:46]([F:47])[cH:45][cH:44][cH:43]3)[c:9]([O:13][c:14]3[cH:15][cH:16][c:17]([O:20][CH2:21][CH2:22][N:23]4[CH2:24][CH2:25][CH2:26][CH2:27][CH2:28]4)[cH:18][cH:19]3)[c:10]2[cH:11][cH:12]1. Reactants: NC1=NN=NN1 (5-aminotetrazole), ClCC(=O)Cl (chloroacetyl chloride). Solvent: CN(C=O)C (dimethylformamide). Run at time 1 hour. The product is N1N=NN=C1NC(CCl)=O (N-5-tetrazolyl chloroacetamide). As a reaction SMILES: [NH2:1][C:2]1[NH:6][N:5]=[N:4][N:3]=1.[Cl:7][CH2:8][C:9](Cl)=[O:10]>CN(C)C=O>[NH:3]1[C:2]([NH:1][C:9](=[O:10])[CH2:8][Cl:7])=[N:6][N:5]=[N:4]1. Procedure details: To a stirred solution of anhydrous 5-aminotetrazole, 85.0 g., 1.0 mole, in 400 ml of dimethylformamide, chloroacetyl chloride, 113 g., 1.0 mole, was added from a dropping funnel during about 25 minutes. The temperature of the mixture rose to a maximum of 85° C and was kept at approximately 80° C for 1 hr. longer by heating the mixture. The mixture was evaporated to approximately one-half the volume, poured into 1500 ml of water and cooled several hrs. in a refrigerator. The precipitated solid wa... Reported procedure: In analogy to the procedure described in example 10 d], [rac]-2-ethoxy-3-(4-{2-[2-(4-isopropyl-phenyl)-thiazol-4-yl]-ethoxy}-2-methyl-phenyl)-propionic acid ethyl ester was treated with LiOH to obtain [rac]-2-ethoxy-3-(4-{2-[2-(4-isopropyl-phenyl)-thiazol-4-yl]-ethoxy}-2-methyl-phenyl)-propionic acid as colorless liquid. Reaction SMILES: C([O:3][C:4](=[O:34])[CH:5]([O:31][CH2:32][CH3:33])[CH2:6][C:7]1[CH:12]=[CH:11][C:10]([O:13][CH2:14][CH2:15][C:16]2[N:17]=[C:18]([C:21]3[CH:26]=[CH:25][C:24]([CH:27]([CH3:29])[CH3:28])=[CH:23][CH:22]=3)[S:19][CH:20]=2)=[CH:9][C:8]=1[CH3:30])C.[Li+].[OH-]>>[CH2:32]([O:31][CH:5]([CH2:6][C:7]1[CH:12]=[CH:11][C:10]([O:13][CH2:14][CH2:15][C:16]2[N:17]=[C:18]([C:21]3[CH:26]=[CH:25][C:24]([CH:27]([CH3:29])[CH3:28])=[CH:23][CH:22]=3)[S:19][CH:20]=2)=[CH:9][C:8]=1[CH3:30])[C:4]([OH:34])=[O:3])[CH3:33] |f:1.2|. Reactants: C(C)OC(C(CC1=C(C=C(C=C1)OCCC=1N=C(SC1)C1=CC=C(C=C1)C(C)C)C)OCC)=O ([rac]-2-ethoxy-3-(4-{2-[2-(4-isopropyl-phenyl)-thiazol-4-yl]-ethoxy}-2-methyl-phenyl)-propionic acid ethyl ester), [Li+].[OH-] (LiOH). Yields the product C(C)OC(C(=O)O)CC1=C(C=C(C=C1)OCCC=1N=C(SC1)C1=CC=C(C=C1)C(C)C)C ([rac]-2-ethoxy-3-(4-{2-[2-(4-isopropyl-phenyl)-thiazol-4-yl]-ethoxy}-2-methyl-phenyl)-propionic acid).